From a dataset of the Open Reaction Database (ORD), a public repository of structured organic reaction records. describe an organic reaction: reactants, conditions, products, and yield Starting materials: BrC1=CN=C2N1C=CC(=N2)C(F)(F)F (3-Bromo-7-trifluoromethylimidazo[1,2-α]pyrimidine), FC1=C(C=CC(=C1C1=CC=NC=C1)F)B(O)O (2,4-difluoro-3-(pyridin-4-yl)benzeneboronic acid). The product is FC1=C(C=CC(=C1C1=CC=NC=C1)F)C1=CN=C2N1C=CC(=N2)C(F)(F)F (3-[2,4-difluoro-3-(pyridin-4-yl)phenyl]-7-trifluoromethylimidazo[1,2-α]pyrimidine). As a reaction SMILES: Br[C:2]1[N:6]2[CH:7]=[CH:8][C:9]([C:11]([F:14])([F:13])[F:12])=[N:10][C:5]2=[N:4][CH:3]=1.[F:15][C:16]1[C:21]([C:22]2[CH:27]=[CH:26][N:25]=[CH:24][CH:23]=2)=[C:20]([F:28])[CH:19]=[CH:18][C:17]=1B(O)O>>[F:28][C:20]1[C:21]([C:22]2[CH:23]=[CH:24][N:25]=[CH:26][CH:27]=2)=[C:16]([F:15])[CH:17]=[CH:18][C:19]=1[C:2]1[N:6]2[CH:7]=[CH:8][C:9]([C:11]([F:14])([F:13])[F:12])=[N:10][C:5]2=[N:4][CH:3]=1. Procedure: 3-Bromo-7-trifluoromethylimidazo[1,2-α]pyrimidine was coupled with 2,4-difluoro-3-(pyridin-4-yl)benzeneboronic acid as described in Example 65 to give 3-[2,4-difluoro-3-(pyridin-4-yl)phenyl]-7-trifluoromethylimidazo[1,2-α]pyrimidine as a white solid. Bis-hydrochloride (from ethanol/ethyl acetate): δH (400 MHz, DMSO) 7.60-7.65 (2H, m), 7.96-8.01 (1H, m), 8.16 (2H, d, J 6), 8.34 (1H, s), 9.00-9.02 (2H, m), 9.34 (1H, dd, J 7 and 3); m/z (ES+) 377 (M++H). The reactants are C[Si](C)(C)CCN1C(=O)CN(c2ccc(Cc3cccc(OCc4ccccc4)n3)cc2OCc2ccccc2)S1(=O)=O, CN(C)C=O. Product: O=C1CN(c2ccc(Cc3cccc(OCc4ccccc4)n3)cc2OCc2ccccc2)S(=O)(=O)N1. Reaction SMILES: [CH2:1]([c:2]1[cH:3][cH:4][cH:5][cH:6][cH:7]1)[O:8][c:9]1[c:10]([N:30]2[CH2:31][C:32](=[O:43])[N:33]([CH2:37][CH2:38][Si:39]([CH3:40])([CH3:41])[CH3:42])[S:34]2(=[O:35])=[O:36])[cH:11][cH:12][c:13]([CH2:15][c:16]2[n:17][c:18]([O:22][CH2:23][c:24]3[cH:25][cH:26][cH:27][cH:28][cH:29]3)[cH:19][cH:20][cH:21]2)[cH:14]1.[O:44]=[CH:45][N:46]([CH3:47])[CH3:48]>>[CH2:1]([c:2]1[cH:3][cH:4][cH:5][cH:6][cH:7]1)[O:8][c:9]1[c:10]([N:30]2[CH2:31][C:32](=[O:43])[NH:33][S:34]2(=[O:35])=[O:36])[cH:11][cH:12][c:13]([CH2:15][c:16]2[n:17][c:18]([O:22][CH2:23][c:24]3[cH:25][cH:26][cH:27][cH:28][cH:29]3)[cH:19][cH:20][cH:21]2)[cH:14]1. Reactants: CC(C)=O, CC(C)N=C=O, CCC1CNC(c2cccc(C(F)(F)F)c2)O1. Product: CCC1CN(C(=O)NC(C)C)C(c2cccc(C(F)(F)F)c2)O1. Reaction SMILES: [CH3:24][C:25](=[O:26])[CH3:27].[CH:18]([CH3:19])([CH3:20])[N:21]=[C:22]=[O:23].[F:1][C:2]([c:3]1[cH:4][c:5]([CH:9]2[O:10][CH:11]([CH2:14][CH3:15])[CH2:12][NH:13]2)[cH:6][cH:7][cH:8]1)([F:16])[F:17]>>[F:1][C:2]([c:3]1[cH:4][c:5]([CH:9]2[O:10][CH:11]([CH2:14][CH3:15])[CH2:12][N:13]2[C:22]([NH:21][CH:18]([CH3:19])[CH3:20])=[O:23])[cH:6][cH:7][cH:8]1)([F:16])[F:17]. Reactants: FC1=CC=C(C(=O)C2=CC=C(C=C2)F)C=C1 (4,4'-difluorobenzophenone), bisphenol, CN1CCCC1=O (N-methyl pyrrolidinone), C([O-])([O-])=O.[K+].[K+] (potassium carbonate), [N+](=O)([O-])C=1C=C(C(C#N)=CC1)C#N (4-nitrophthalonitrile), nitro. The solvent is O (Water), O (water), C1(=CC=CC=C1)C (Toluene). Conditions: time 4 hour. Product: C(C=1C(C#N)=CC=CC1)#N (phthalonitrile). The yield is 386.0%. As a reaction SMILES: FC1C=CC(C(C2C=CC(F)=CC=2)=O)=CC=1.CN1C(=O)CCC1.C(=O)([O-])[O-].[K+].[K+].[N+]([C:33]1[CH:34]=[C:35]([C:41]#[N:42])[C:36](=[CH:39][CH:40]=1)[C:37]#[N:38])([O-])=O>O.C1(C)C=CC=CC=1>[C:41](#[N:42])[C:35]1[C:36](=[CH:39][CH:40]=[CH:33][CH:34]=1)[C:37]#[N:38] |f:2.3.4|. Reported procedure: To a 100 ml, 3-necked flask equipped with a thermometer and a Dean-Stark trap was added 2.0 gm (9.2 mmol) of 4,4'-difluorobenzophenone, 6.16 gm (18.3 mmol) of bisphenol A6F, and 50 ml of N-methyl pyrrolidinone (NMP). After flushing the mixture for 30 minutes with dry nitrogen, 5.0 gm (36.2 mmol) of pulverized anhydrous potassium carbonate was added with stirring. The reaction mixture was stirred at 70° C. for 1 hour. Toluene was added to the Dean-Stark trap and to the reaction vessel (4 ml). The...